This data is from the Open Reaction Database (ORD), a public repository of structured organic reaction records. The task is: describe an organic reaction: reactants, conditions, products, and yield The reactants are O=C([O-])[O-], COc1cc(N2CCN(C)CC2)ccc1N, CNC(=O)c1ccccc1Nc1cc(Cl)ncc1C(F)(F)F, [Cs+], [Cs+], C1COCCO1, O=C(C=Cc1ccccc1)C=Cc1ccccc1, O=C(C=Cc1ccccc1)C=Cc1ccccc1, O=C(C=Cc1ccccc1)C=Cc1ccccc1, [Pd], [Pd]. The product is CNC(=O)c1ccccc1Nc1cc(Nc2ccc(N3CCN(C)CC3)cc2OC)ncc1C(F)(F)F. RXN SMILES: [C:39](=[O:40])([O-:41])[O-:42].[CH3:23][O:24][c:25]1[c:26]([NH2:27])[cH:28][cH:29][c:30]([N:32]2[CH2:33][CH2:34][N:35]([CH3:38])[CH2:36][CH2:37]2)[cH:31]1.[Cl:1][c:2]1[n:3][cH:4][c:5]([C:19]([F:20])([F:21])[F:22])[c:6]([NH:8][c:9]2[c:10]([C:11](=[O:12])[NH:13][CH3:14])[cH:15][cH:16][cH:17][cH:18]2)[cH:7]1.[Cs+:43].[Cs+:44].[O:45]1[CH2:46][CH2:47][O:48][CH2:49][CH2:50]1.[O:53]=[C:54]([CH:55]=[CH:56][c:57]1[cH:58][cH:59][cH:60][cH:61][cH:62]1)[CH:63]=[CH:64][c:65]1[cH:66][cH:67][cH:68][cH:69][cH:70]1.[O:71]=[C:72]([CH:73]=[CH:74][c:75]1[cH:76][cH:77][cH:78][cH:79][cH:80]1)[CH:81]=[CH:82][c:83]1[cH:84][cH:85][cH:86][cH:87][cH:88]1.[O:89]=[C:90]([CH:91]=[CH:92][c:93]1[cH:94][cH:95][cH:96][cH:97][cH:98]1)[CH:99]=[CH:100][c:101]1[cH:102][cH:103][cH:104][cH:105][cH:106]1.[Pd:51].[Pd:52]>>[c:2]1([NH:27][c:26]2[c:25]([O:24][CH3:23])[cH:31][c:30]([N:32]3[CH2:33][CH2:34][N:35]([CH3:38])[CH2:36][CH2:37]3)[cH:29][cH:28]2)[n:3][cH:4][c:5]([C:19]([F:20])([F:21])[F:22])[c:6]([NH:8][c:9]2[c:10]([C:11](=[O:12])[NH:13][CH3:14])[cH:15][cH:16][cH:17][cH:18]2)[cH:7]1. Reactants: COC=1C=C(C=CC1)/C=C/C#N (trans-3-(3-Methoxyphenyl)-2-propenenitrile). Reagents/catalysts: O=[Pt]=O (PtO2). The solvent is CCO (EtOH), C(Cl)(Cl)Cl (CHCl3). Run at time 8 hour. Product: COC=1C=C(C=CC1)CCCN (3-(3-Methoxyphenyl)propylamine). Yield: 84.7%. As a reaction SMILES: [CH3:1][O:2][C:3]1[CH:4]=[C:5](/[CH:9]=[CH:10]/[C:11]#[N:12])[CH:6]=[CH:7][CH:8]=1>CCO.C(Cl)(Cl)Cl.O=[Pt]=O>[CH3:1][O:2][C:3]1[CH:4]=[C:5]([CH2:9][CH2:10][CH2:11][NH2:12])[CH:6]=[CH:7][CH:8]=1. Procedure: A mixture of trans-3-(3-Methoxyphenyl)-2-propenenitrile (27.6 g, 173 mmol) and PtO2 (2.76 g) in 200 mL of EtOH and 30 mL of CHCl3 was shaken in a Parr apparatus under an atmosphere of 50-60 psi H2 overnight at RT. The reaction mixture was filtered through Celite and concentrated in vacuo to provide a brown solid which was then partitioned between CH2Cl2 and 1N NaOH. The organic phase was separated and the aqueous phase was extracted with CH2Cl2 (3×100 mL). The combined organic layers were then d... Reactants: raw material, C1(=CC=CC=C1)C1(CNCCC1)C(=O)OC (methyl 3-phenylpiperidine-3-carboxylate), CN1C=NC(=C1)S(=O)(=O)Cl (1-methyl-1H-imidazole-4-sulfonyl chloride). The product is CN1C=NC(=C1)S(=O)(=O)N1CC(CCC1)(C(=O)OC)C1=CC=CC=C1 (Methyl 1-[(1-methyl-1H-imidazol-4-yl)sulfonyl]-3-phenylpiperidine-3-carboxylate). Reaction SMILES: [C:1]1([C:7]2([C:13]([O:15][CH3:16])=[O:14])[CH2:12][CH2:11][CH2:10][NH:9][CH2:8]2)[CH:6]=[CH:5][CH:4]=[CH:3][CH:2]=1.[CH3:17][N:18]1[CH:22]=[C:21]([S:23](Cl)(=[O:25])=[O:24])[N:20]=[CH:19]1>>[CH3:17][N:18]1[CH:22]=[C:21]([S:23]([N:9]2[CH2:10][CH2:11][CH2:12][C:7]([C:1]3[CH:2]=[CH:3][CH:4]=[CH:5][CH:6]=3)([C:13]([O:15][CH3:16])=[O:14])[CH2:8]2)(=[O:25])=[O:24])[N:20]=[CH:19]1. Procedure: The target was synthesized as in Production Example 1(1), using the raw material methyl 3-phenylpiperidine-3-carboxylate described in literature (Tetrahedron Letters 42 (2001) 1645-1646) and 1-methyl-1H-imidazole-4-sulfonyl chloride. Reactants: Example 1, O1C(=CC=C1)C=C1C(NCCC1)=O (3-(2-furanylmethylidene)-2-piperidone), CO (Methanol). The reagents and catalysts are [Ir] (iridium). Run in ClCCl (dichloromethane). The product is O1C(=CC=C1)CC1C(NCCC1)=O (3-(2-furanylmethyl)-2-piperidone). Yield: 91.7%. RXN SMILES: [O:1]1[CH:5]=[CH:4][CH:3]=[C:2]1[CH:6]=[C:7]1[CH2:12][CH2:11][CH2:10][NH:9][C:8]1=[O:13].CO>[Ir].ClCCl>[O:1]1[CH:5]=[CH:4][CH:3]=[C:2]1[CH2:6][CH:7]1[CH2:12][CH2:11][CH2:10][NH:9][C:8]1=[O:13]. Procedure: This example describes the preparation of I where n=2 and R1=2-furanyl. In a nitrogen-filled glove box, a Fisher-Porter tube was charged with iridium catalyst prepared as in Example 1 (10 mg, 0.012 mmol) and 3-(2-furanylmethylidene)-2-piperidone (250 mg, 1.4 mmol). Methanol (3 mL) and dichloromethane (3 mL) were added and the system was flushed 4 times with hydrogen and pressured to 60 psi (0.5 MPa) H2. After 18 h the reaction mixture was filtered through a short pad of silica. The solvent was r...